From a dataset of the Open Reaction Database (ORD), a public repository of structured organic reaction records. describe an organic reaction: reactants, conditions, products, and yield Starting materials: C(C1=CC=CC=C1)NC(C1=CC=C(C=C1)B1OC(C(O1)(C)C)(C)C)=O (N-benzyl-4-(4,4,5,5-tetramethyl-1,3,2-dioxaborolan-2-yl)benzamide), ClC=1C(=NC=CN1)N (3-chloropyrazin-2-amine), C(=O)([O-])[O-].[Na+].[Na+] (Na2CO3). The reagents and catalysts are C1=CC=C(C=C1)P([C-]2C=CC=C2)C3=CC=CC=C3.C1=CC=C(C=C1)P([C-]2C=CC=C2)C3=CC=CC=C3.Cl[Pd]Cl.[Fe+2].C(Cl)Cl (PdCl2(dppf) CH2Cl2). Run in CCOC(=O)C (EtOAc), COCCOC (DME). Run at temperature 120 celsius. Yields the product NC=1C(=NC=CN1)C1=CC=C(C(=O)NCC2=CC=CC=C2)C=C1 (4-(3-aminopyrazin-2-yl)-N-benzylbenzamide). Isolated yield 59.2%. As a reaction SMILES: [CH2:1]([NH:8][C:9](=[O:25])[C:10]1[CH:15]=[CH:14][C:13](B2OC(C)(C)C(C)(C)O2)=[CH:12][CH:11]=1)[C:2]1[CH:7]=[CH:6][CH:5]=[CH:4][CH:3]=1.Cl[C:27]1[C:28]([NH2:33])=[N:29][CH:30]=[CH:31][N:32]=1.C([O-])([O-])=O.[Na+].[Na+]>COCCOC.CCOC(C)=O.C1C=CC(P(C2C=CC=CC=2)[C-]2C=CC=C2)=CC=1.C1C=CC(P(C2C=CC=CC=2)[C-]2C=CC=C2)=CC=1.Cl[Pd]Cl.[Fe+2].C(Cl)Cl>[NH2:33][C:28]1[C:27]([C:13]2[CH:12]=[CH:11][C:10]([C:9]([NH:8][CH2:1][C:2]3[CH:3]=[CH:4][CH:5]=[CH:6][CH:7]=3)=[O:25])=[CH:15][CH:14]=2)=[N:32][CH:31]=[CH:30][N:29]=1 |f:2.3.4,7.8.9.10.11|. Procedure: To a solution of N-benzyl-4-(4,4,5,5-tetramethyl-1,3,2-dioxaborolan-2-yl)benzamide (150 mg, 0.445 mmol), 3-chloropyrazin-2-amine (74.9 mg, 0.578 mmol), and PdCl2(dppf)-CH2Cl2 adduct (36.3 mg, 0.044 mmol) in DME (3.3 mL) was added 2 M Na2CO3 (1.11 mL). The reaction mixture was heated at microwave synthesizer (120° C., 10 min). Diluted with EtOAc and washed with water twice. Then extracted with 1N HCl (3×15 mL). The acidic solution was washed with ether twice (2×15 mL), and then basified with Na2C... As a reaction SMILES: [Cl:1][C:2]1[CH:3]=[C:4]([CH:8]([OH:11])[CH2:9][NH2:10])[CH:5]=[CH:6][CH:7]=1.O=[C:13]([CH3:25])[CH2:14][C:15]1[CH:24]=[CH:23][C:18]([C:19]([O:21][CH3:22])=[O:20])=[CH:17][CH:16]=1>C1(C)C=CC=CC=1>[Cl:1][C:2]1[CH:3]=[C:4]([CH:8]([OH:11])[CH2:9][N:10]=[C:13]([CH3:25])[CH2:14][C:15]2[CH:24]=[CH:23][C:18]([C:19]([O:21][CH3:22])=[O:20])=[CH:17][CH:16]=2)[CH:5]=[CH:6][CH:7]=1. The product is ClC=1C=C(C=CC1)C(CN=C(CC1=CC=C(C(=O)OC)C=C1)C)O (methyl 4-[2-(2-(3-chlorophenyl)-2-hydroxyethylimino)propyl]benzoate). Reactants: ClC=1C=C(C=CC1)C(CN)O (2-(3-Chlorophenyl)-2-hydroxyethylamine), O=C(CC1=CC=C(C(=O)OC)C=C1)C (methyl 4-(2-oxopropyl)benzoate). Run in C1(=CC=CC=C1)C (toluene). Procedure details: 2-(3-Chlorophenyl)-2-hydroxyethylamine (24.4 g, 0.142 mol) and methyl 4-(2-oxopropyl)benzoate (26 g, 0.135 mol) were combined and refluxed in 500 ml toluene for 3 hours, collecting formed H2O with a Dean-Stark trap. The reaction mixture was cooled and stripped of solvent to yield intermediate methyl 4-[2-(2-(3-chlorophenyl)-2-hydroxyethylimino)propyl]benzoate. The reactants are CCN=C=NCCCN(C)C, ClCCl, Cl, O=C(O)Cc1ccc(F)cc1, NNC(N)=S, Oc1cccc2[nH]nnc12. Product: NC(=S)NNC(=O)Cc1ccc(F)cc1. RXN SMILES: [CH2:28]([N:29]=[C:30]=[N:31][CH2:32][CH2:33][CH2:34][N:35]([CH3:36])[CH3:37])[CH3:38].[Cl:39][CH2:40][Cl:41].[ClH:27].[F:1][c:2]1[cH:3][cH:4][c:5]([CH2:8][C:9](=[O:10])[OH:11])[cH:6][cH:7]1.[NH2:12][NH:13][C:14](=[S:15])[NH2:16].[OH:17][c:18]1[c:19]2[n:20][n:21][nH:22][c:23]2[cH:24][cH:25][cH:26]1>>[F:1][c:2]1[cH:3][cH:4][c:5]([CH2:8][C:9](=[O:11])[NH:12][NH:13][C:14](=[S:15])[NH2:16])[cH:6][cH:7]1. The reactants are COC1=CC=C(C=C1)C(=O)C1=NC=CC=C1 ((4-Methoxy-phenyl)-pyridin-2-yl-methanone), B(Br)(Br)Br (boron tribromide). Run in C(Cl)Cl (DCM). Run at time 24 hour. The product is OC1=CC=C(C=C1)C(=O)C1=NC=CC=C1 ((4-HYDROXYPHENYL)(PYRIDIN-2-YL)METHANONE). RXN SMILES: C[O:2][C:3]1[CH:8]=[CH:7][C:6]([C:9]([C:11]2[CH:16]=[CH:15][CH:14]=[CH:13][N:12]=2)=[O:10])=[CH:5][CH:4]=1.B(Br)(Br)Br>C(Cl)Cl>[OH:2][C:3]1[CH:8]=[CH:7][C:6]([C:9]([C:11]2[CH:16]=[CH:15][CH:14]=[CH:13][N:12]=2)=[O:10])=[CH:5][CH:4]=1. Procedure: To a stirred solution of (4-Methoxy-phenyl)-pyridin-2-yl-methanone (10.0 g, 0.046 mol) in DCM(140 mL) was added boron tribromide (17.8 mL, 0.187 mol) at −78° C. slowly. The reaction mixture was allowed to warm to room temperature and stirred for 24 h. Reaction mixture was quenched with saturated Sodium bicarbonate solution (250 mL) and extracted with ethyl acetate (2×250 mL). The organic layer was dried over sodium sulphate and concentrated. Purification by 100-200-mesh sized silica gel column w... Reactants: C(=O)OCCCN1C(N(C2=C(C1=O)C(=C(C=N2)C2=CC(=CC=C2)OC(F)(F)F)CC2=CC=C(C=C2)Cl)C)=O (3-(5-(4-chlorobenzyl)-1-methyl-2,4-dioxo-6-(3-(trifluoromethoxy)phenyl)-1,2-dihydropyrido[2,3-d]pyrimidin-3(4H)-yl)propyl formate), O[Li].O (LiOH.H2O). Solvent: C1CCOC1 (THF), O (water), CC(OCC)=O (EA), O (water). Reaction conditions: time 30 minute. Yields the product ClC1=CC=C(CC2=C(C=NC=3N(C(N(C(C32)=O)CCCO)=O)C)C3=CC(=CC=C3)OC(F)(F)F)C=C1 (5-(4-chlorobenzyl)-3-(3-hydroxypropyl)-1-methyl-6-(3-(trifluoromethoxy)phenyl)pyrido[2,3-d]pyrimidine-2,4(1H,3H)-dione). Isolated yield 42.3%. RXN SMILES: C([O:3][CH2:4][CH2:5][CH2:6][N:7]1[C:12](=[O:13])[C:11]2[C:14]([CH2:29][C:30]3[CH:35]=[CH:34][C:33]([Cl:36])=[CH:32][CH:31]=3)=[C:15]([C:18]3[CH:23]=[CH:22][CH:21]=[C:20]([O:24][C:25]([F:28])([F:27])[F:26])[CH:19]=3)[CH:16]=[N:17][C:10]=2[N:9]([CH3:37])[C:8]1=[O:38])=O.O[Li].O>C1COCC1.O.CC(=O)OCC>[Cl:36][C:33]1[CH:34]=[CH:35][C:30]([CH2:29][C:14]2[C:11]3[C:12](=[O:13])[N:7]([CH2:6][CH2:5][CH2:4][OH:3])[C:8](=[O:38])[N:9]([CH3:37])[C:10]=3[N:17]=[CH:16][C:15]=2[C:18]2[CH:23]=[CH:22][CH:21]=[C:20]([O:24][C:25]([F:28])([F:27])[F:26])[CH:19]=2)=[CH:31][CH:32]=1 |f:1.2|. Procedure: To a solution of 3-(5-(4-chlorobenzyl)-1-methyl-2,4-dioxo-6-(3-(trifluoromethoxy)phenyl)-1,2-dihydropyrido[2,3-d]pyrimidin-3(4H)-yl)propyl formate (50 mg, 0.091 mmol) in THF (2 ml) and water (2 mL) was added LiOH.H2O (7.6 mg, 0.183 mmol). The reaction was stirred at RT for 30 min then diluted with EA (10 mL) and water (10 mL). The organic layer was dried over Na2SO4 and concentrated to a residue which was purified by Prep HPLC to give 5-(4-chlorobenzyl)-3-(3-hydroxypropyl)-1-methyl-6-(3-(trifluo... Procedure: To a solution of tert-butyl ((5-((2S,5R)-6-(benzyloxy)-7-oxo-1,6-diazabicyclo[3.2.1]octan-2-yl)-1,3,4-thiadiazol-2-yl)methyl)carbamate (400 mg, 0.89 mmol) in THF (60 mL) was added 10% Pd(OH)2C (3 g). The mixture was stirred under H2 atmosphere at rt for 3 hrs. The reaction mixture was filtered and concentrated to afford tert-butyl ((5-((2S,5R)-6-hydroxy-7-oxo-1,6-diazabicyclo[3.2.1]octan-2-yl)-1,3,4-thiadiazol-2-yl)methyl)carbamate as a yellow solid, which was directly used in the next step. ESI... Starting materials: C(C1=CC=CC=C1)ON1[C@@H]2CC[C@H](N(C1=O)C2)C2=NN=C(S2)CNC(OC(C)(C)C)=O (tert-butyl ((5-((2S,5R)-6-(benzyloxy)-7-oxo-1,6-diazabicyclo[3.2.1]octan-2-yl)-1,3,4-thiadiazol-2-yl)methyl)carbamate), Pd(OH)2C. Yields the product ON1[C@@H]2CC[C@H](N(C1=O)C2)C2=NN=C(S2)CNC(OC(C)(C)C)=O (tert-butyl ((5-((2S,5R)-6-hydroxy-7-oxo-1,6-diazabicyclo[3.2.1]octan-2-yl)-1,3,4-thiadiazol-2-yl)methyl)carbamate). Reaction conditions: time 3 hour. Run in C1CCOC1 (THF). RXN SMILES: C([O:8][N:9]1[C:15](=[O:16])[N:14]2[CH2:17][C@H:10]1[CH2:11][CH2:12][C@H:13]2[C:18]1[S:22][C:21]([CH2:23][NH:24][C:25](=[O:31])[O:26][C:27]([CH3:30])([CH3:29])[CH3:28])=[N:20][N:19]=1)C1C=CC=CC=1>C1COCC1>[OH:8][N:9]1[C:15](=[O:16])[N:14]2[CH2:17][C@H:10]1[CH2:11][CH2:12][C@H:13]2[C:18]1[S:22][C:21]([CH2:23][NH:24][C:25](=[O:31])[O:26][C:27]([CH3:29])([CH3:28])[CH3:30])=[N:20][N:19]=1. Isolated yield 66.7%. Procedure: A procedure similar to that in Example 4 was used. 4-(4-methoxy-phenyl)-5-(4-nitro-benzyl)-thiazol-2-ylamine prepared in Example 6 and 3,5-difluorobenzoyl chloride prepared in the step 1 of Example 16 were used as starting materials, allowed to react at room temperature overnight, followed by post-treatment to obtain a crude product, which was purified by a silica gel column chromatography eluted with a gradient of dichloromethane and ethyl acetate (20:1-10:1) to obtain a product as a white soli... Product: FC=1C=C(C(=O)NC=2SC(=C(N2)C2=CC=C(C=C2)OC)CC2=CC=C(C=C2)[N+](=O)[O-])C=C(C1)F (3,5-difluoro-N-[4-(4-methoxy-phenyl)-5-(4-nitro-benzyl)-thiazol-2-yl]-benzamide). Starting materials: COC1=CC=C(C=C1)C=1N=C(SC1CC1=CC=C(C=C1)[N+](=O)[O-])N (4-(4-methoxy-phenyl)-5-(4-nitro-benzyl)-thiazol-2-ylamine), FC=1C=C(C(=O)Cl)C=C(C1)F (3,5-difluorobenzoyl chloride). Reaction SMILES: [CH3:1][O:2][C:3]1[CH:8]=[CH:7][C:6]([C:9]2[N:10]=[C:11]([NH2:24])[S:12][C:13]=2[CH2:14][C:15]2[CH:20]=[CH:19][C:18]([N+:21]([O-:23])=[O:22])=[CH:17][CH:16]=2)=[CH:5][CH:4]=1.[F:25][C:26]1[CH:27]=[C:28]([CH:32]=[C:33]([F:35])[CH:34]=1)[C:29](Cl)=[O:30]>>[F:25][C:26]1[CH:27]=[C:28]([CH:32]=[C:33]([F:35])[CH:34]=1)[C:29]([NH:24][C:11]1[S:12][C:13]([CH2:14][C:15]2[CH:20]=[CH:19][C:18]([N+:21]([O-:23])=[O:22])=[CH:17][CH:16]=2)=[C:9]([C:6]2[CH:7]=[CH:8][C:3]([O:2][CH3:1])=[CH:4][CH:5]=2)[N:10]=1)=[O:30]. The reactants are CCO, [Cl-], ClCCl, CN1C(=O)C(F)(F)Oc2cc(N3CC(C(N)=O)OC3=O)ccc21, [Fe], [NH4+], O. The product is CN1C(=O)C(F)(F)Oc2cc(N)ccc21. RXN SMILES: [CH3:29][CH2:30][OH:31].[Cl-:24].[Cl:26][CH2:27][Cl:28].[F:1][C:2]1([F:23])[O:3][c:4]2[c:5]([cH:10][cH:11][c:12]([N:14]3[CH2:15][CH:16]([C:17]([NH2:18])=[O:19])[O:20][C:21]3=[O:22])[cH:13]2)[N:6]([CH3:9])[C:7]1=[O:8].[Fe:33].[NH4+:25].[OH2:32]>>[F:1][C:2]1([F:23])[O:3][c:4]2[c:5]([cH:10][cH:11][c:12]([NH2:14])[cH:13]2)[N:6]([CH3:9])[C:7]1=[O:8].